This data is from the Open Reaction Database (ORD), a public repository of structured organic reaction records. The task is: describe an organic reaction: reactants, conditions, products, and yield Starting materials: CC=1NC2=CC=CC(=C2C1)/C=C/C(=O)OCC1=CC=CC=C1 (benzyl (E)-3-[2-methyl-1H-indol-4-yl]-2-propenoate), N1=CC(=CC=C1)C=O (pyridine-3-carboxaldehyde), C(C)[SiH](CC)CC (triethylsilane). Run in ClCCl (dichloromethane), FC(C(=O)O)(F)F (trifluoroacetic acid). Conditions: time 45 minute. Product: CC=1NC2=CC=CC(=C2C1CC=1C=NC=CC1)/C=C/C(=O)OCC1=CC=CC=C1 (Benzyl (E)-3-[2-methyl-3-(3-pyridylmethyl)-1H-indol-4-yl]-2-propenoate). The yield is 35.1%. Reaction SMILES: [CH3:1][C:2]1[NH:3][C:4]2[C:9]([CH:10]=1)=[C:8](/[CH:11]=[CH:12]/[C:13]([O:15][CH2:16][C:17]1[CH:22]=[CH:21][CH:20]=[CH:19][CH:18]=1)=[O:14])[CH:7]=[CH:6][CH:5]=2.[N:23]1[CH:28]=[CH:27][CH:26]=[C:25]([CH:29]=O)[CH:24]=1.C([SiH](CC)CC)C>ClCCl.FC(F)(F)C(O)=O>[CH3:1][C:2]1[NH:3][C:4]2[C:9]([C:10]=1[CH2:29][C:25]1[CH:24]=[N:23][CH:28]=[CH:27][CH:26]=1)=[C:8](/[CH:11]=[CH:12]/[C:13]([O:15][CH2:16][C:17]1[CH:22]=[CH:21][CH:20]=[CH:19][CH:18]=1)=[O:14])[CH:7]=[CH:6][CH:5]=2. Procedure details: A solution of benzyl (E)-3-[2-methyl-1H-indol-4-yl]-2-propenoate (4.75 g) and pyridine-3-carboxaldehyde (2.10 g) in dry dichloromethane (45 ml) was added dropwise to a stirred solution of triethylsilane (7.82 ml) in trifluoroacetic acid (40 ml) at 0° C. The solution was stirred, allowing the temperature to rise to room temperature, for 45 minutes and then evaporated. The residue was partitioned between dichloromethane and dilute aqueous ammonia solution. The aqueous layer was extracted with dich... Starting materials: O=C([O-])[O-], CC1(C)OB(c2cn[nH]c2)OC1(C)C, CC#N, CCOC(C)=O, BrCC1CC1, [Cs+], [Cs+]. Product: CC1(C)OB(c2cnn(CC3CC3)c2)OC1(C)C. As a reaction SMILES: [C:20](=[O:21])([O-:22])[O-:23].[CH3:1][C:2]1([CH3:14])[O:3][B:4]([c:9]2[cH:10][n:11][nH:12][cH:13]2)[O:5][C:6]1([CH3:7])[CH3:8].[CH3:26][C:27]#[N:28].[CH3:29][CH2:30][O:31][C:32](=[O:33])[CH3:34].[CH:15]1([CH2:18][Br:19])[CH2:16][CH2:17]1.[Cs+:24].[Cs+:25]>>[CH3:1][C:2]1([CH3:14])[O:3][B:4]([c:9]2[cH:10][n:11][n:12]([CH2:18][CH:15]3[CH2:16][CH2:17]3)[cH:13]2)[O:5][C:6]1([CH3:7])[CH3:8].